From a dataset of the Open Reaction Database (ORD), a public repository of structured organic reaction records. describe an organic reaction: reactants, conditions, products, and yield The reactants are O=C1SC[C@H](N1)C(=O)O ((4R)-2-oxothiazolidine-4-carboxylic acid), [N+](=O)(O)[O-].[N+](=O)([O-])OCC(C)N (1-(nitrooxymethyl)ethylamine nitrate). The product is [N+](=O)([O-])OCC(C)NC(=O)[C@H]1NC(SC1)=O ((4R)-N-[1-(Nitrooxymethyl)ethyl]-2-oxothiazolidine-4-carboxamide). RXN SMILES: [O:1]=[C:2]1[NH:6][C@H:5]([C:7]([OH:9])=O)[CH2:4][S:3]1.[N+]([O-])(O)=O.[N+:14]([O:17][CH2:18][CH:19]([NH2:21])[CH3:20])([O-:16])=[O:15]>>[N+:14]([O:17][CH2:18][CH:19]([NH:21][C:7]([C@@H:5]1[CH2:4][S:3][C:2](=[O:1])[NH:6]1)=[O:9])[CH3:20])([O-:16])=[O:15] |f:1.2|. Reported procedure: A procedure similar to that described in Example 1 was repeated, but using 1.5 g of (4R)-2-oxothiazolidine-4-carboxylic acid and 2.3 g of 1-(nitrooxymethyl)ethylamine nitrate, to obtain 0.35 g of the title compound as colorless crystals, melting at 112°-114° C. (after recrystallization from ethanol).